From a dataset of the Open Reaction Database (ORD), a public repository of structured organic reaction records. describe an organic reaction: reactants, conditions, products, and yield Reactants: C(#N)NC(=NCCS)NCC#C (N-cyano-N'-propargyl-N"-(2-mercaptoethyl)guanidine), C(#N)NC(=NCCS)NCCCC#C (N-cyano-N'-(4-pentyn-1-yl)-N"-(2-mercaptoethyl)guanidine). Product: C(#N)NC(=NCCCC#C)NCCSCC1=C(N=CN1)C (N-Cyano-N'-{2-[(4-methyl-5-imidazolyl)methylthio]ethyl}-N"-(4-pentyn-1-yl)guanidine). Reaction SMILES: C(N[C:4]([NH:9][CH2:10][C:11]#C)=[N:5][CH2:6][CH2:7]S)#N.[C:13]([NH:15][C:16]([NH:21][CH2:22][CH2:23][CH2:24][C:25]#[CH:26])=[N:17][CH2:18][CH2:19][SH:20])#[N:14]>>[C:13]([NH:15][C:16]([NH:17][CH2:18][CH2:19][S:20][CH2:11][C:10]1[NH:9][CH:4]=[N:5][C:6]=1[CH3:7])=[N:21][CH2:22][CH2:23][CH2:24][C:25]#[CH:26])#[N:14]. Procedure: The general procedure of Example 1C is repeated except that the N-cyano-N'-propargyl-N"-(2-mercaptoethyl)guanidine utilized therein is replaced by an equimolar amount of N-cyano-N'-(4-pentyn-1-yl)-N"-(2-mercaptoethyl)guanidine, and the title product is thereby produced.